Dataset: the Open Reaction Database (ORD), a public repository of structured organic reaction records. Task: describe an organic reaction: reactants, conditions, products, and yield Starting materials: CC(=O)[O-], CC(=O)O, O=C(Cl)CCl, COC(=O)c1cc2[nH]c(-c3ccccc3N)c(C3CCCCC3)c2s1, [Na+], C1CCOC1. The product is COC(=O)c1cc2[nH]c(-c3ccccc3NC(=O)CCl)c(C3CCCCC3)c2s1. As a reaction SMILES: [CH3:27][C:28](=[O:29])[O-:30].[CH3:31][C:32](=[O:33])[OH:34].[Cl:35][CH2:36][C:37](=[O:38])[Cl:39].[NH2:1][c:2]1[c:3](-[c:8]2[c:9]([CH:20]3[CH2:21][CH2:22][CH2:23][CH2:24][CH2:25]3)[c:10]3[c:11]([nH:12]2)[cH:13][c:14]([C:16](=[O:17])[O:18][CH3:19])[s:15]3)[cH:4][cH:5][cH:6][cH:7]1.[Na+:26].[O:40]1[CH2:41][CH2:42][CH2:43][CH2:44]1>>[NH:1]([c:2]1[c:3](-[c:8]2[c:9]([CH:20]3[CH2:21][CH2:22][CH2:23][CH2:24][CH2:25]3)[c:10]3[c:11]([nH:12]2)[cH:13][c:14]([C:16](=[O:17])[O:18][CH3:19])[s:15]3)[cH:4][cH:5][cH:6][cH:7]1)[C:37]([CH2:36][Cl:35])=[O:38].